From a dataset of the Open Reaction Database (ORD), a public repository of structured organic reaction records. describe an organic reaction: reactants, conditions, products, and yield Yield: 22.0%. Product: ClC(C)(C(COC1=CC=CC=C1)N=O)C (2-chloro-4-phenoxy-2-methyl-3-nitrosobutane). Reaction conditions: time 1 hour. Solvent: C(C)(=O)O (acetic acid). As a reaction SMILES: [ClH:1].[O:2]([CH2:9][CH:10]=[C:11]([CH3:13])[CH3:12])[C:3]1[CH:8]=[CH:7][CH:6]=[CH:5][CH:4]=1.[N:14]([O:16]CCCCC)=O>C(O)(=O)C>[Cl:1][C:11]([CH3:13])([CH:10]([N:14]=[O:16])[CH2:9][O:2][C:3]1[CH:8]=[CH:7][CH:6]=[CH:5][CH:4]=1)[CH3:12]. Reported procedure: Concentrated hydrochloric acid (8.1 ml) was added dropwise over 10 minutes to a mixture of 1-(p-methoxy)phenoxy-3-methylbut-2-ene (VI; R=CH2OC6H4.OCH3, R1 =R2 =CH3) (16.05 g) and amyl nitrite (12.1 ml) in glacial acetic acid (16.2 ml) at -5° to 0° (ice-salt bath). After a further 1 hour at -5° to 0°, the mixture was filtered. The solid so obtained was washed with acetone and recrystallised from acetone to give the nitrosochloride (V) (4.87 g, yield 22%) as pale yellow crystals, m.p. 123° (decomp... Reactants: Cl (hydrochloric acid), O(C1=CC=CC=C1)CC=C(C)C (1-phenoxy-3-methylbut-2-ene), N(=O)OCCCCC (amyl nitrite), ice-salt. Starting materials: ClCCl, CSSC, Cc1cccc(N)c1C, CC(C)(C)ON=O. Product: CSc1cccc(C)c1C. RXN SMILES: [CH2:21]([Cl:22])[Cl:23].[CH3:10][S:11][S:12][CH3:13].[CH3:1][c:2]1[c:3]([NH2:4])[cH:5][cH:6][cH:7][c:8]1[CH3:9].[N:14]([O:15][C:16]([CH3:17])([CH3:18])[CH3:19])=[O:20]>>[CH3:1][c:2]1[c:3]([S:11][CH3:10])[cH:5][cH:6][cH:7][c:8]1[CH3:9]. Starting materials: C(C)N(C(C)C)C(C)C (N-ethyldiisopropylamine), amine, acid, CN(C)C(=[N+](C)C)ON1C2=C(C=CC=C2)N=N1.[B-](F)(F)(F)F (TBTU), C=1C=CC2=C(C1)N=NN2O (HOBT), C(C)(=O)OCC (Ethyl acetate). Solvent: C1CCOC1 (THF). The product is C(C)(=O)OCC.C1CCCCC1 (ethyl acetate cyclohexane). Reaction SMILES: CN(C(ON1N=N[C:11]2[CH:12]=[CH:13][CH:14]=[CH:15][C:10]1=2)=[N+](C)C)C.[B-](F)(F)(F)F.C1C=CC2N(O)N=NC=2C=1.C(N(C(C)C)C(C)C)C.[C:42]([O:45][CH2:46][CH3:47])(=[O:44])[CH3:43]>C1COCC1>[C:42]([O:45][CH2:46][CH3:47])(=[O:44])[CH3:43].[CH2:10]1[CH2:15][CH2:14][CH2:13][CH2:12][CH2:11]1 |f:0.1,6.7|. Procedure: The amine AM17 (1 eq.) was initially introduced into the flask together with the corresponding acid (1 eq.) under nitrogen. TBTU (1 eq.) and HOBT (1 eq.) were then added and the solids were dissolved in THF (8.5 ml/mmol of amine). N-ethyldiisopropylamine (2 eq.) was added to this mixture with constant stirring and the mixture was subsequently stirred at room temperature overnight. Ethyl acetate was added to the reaction solution and the mixture was washed with sat. NaCl solution, NaHCO3 solution... Reactants: N#N (N2), C(=O)=O (CO2), BrC1=C(C=C(C=C1F)I)F (4-bromo-3,5-difluoroiodobenzene), [Li]CCCC (n-BuLi), solution, S(C)C (Me2S), crude material. Solvent: CC(OCC)=O (EA), Cl (HCl), CC(OCC)=O (EA), CCOCC (Et2O), hexanes, O (water), C1CCOC1 (THF). Reaction conditions: temperature -78 celsius, time 10 minute. The product is BrC1=C(C=C(CO)C=C1F)F (4-Bromo-3,5-difluorobenzyl alcohol). RXN SMILES: N#N.[Br:3][C:4]1[C:9]([F:10])=[CH:8][C:7](I)=[CH:6][C:5]=1[F:12].[Li]CCCC.[C:18](=O)=[O:19].S(C)C>CCOCC.CC(=O)OCC.Cl.C1COCC1.O>[Br:3][C:4]1[C:9]([F:10])=[CH:8][C:7]([CH2:18][OH:19])=[CH:6][C:5]=1[F:12]. Procedure: In a flame dried round-bottomed flask equipped with a magnetic stir bar and under inert atmosphere (N2), a solution of 4-bromo-3,5-difluoroiodobenzene (790 mg, 2.48 mmol) in dry Et2O (12 mL) was added to a n-BuLi (0.98 mL of a 2.5M solution in hexanes, 2.45 mmol) at −78° C. The reaction mixture was stirred at −78° C. for 2 h before solid CO2 was added. The reaction mixture was stirred at −78° C. for 10 min and then allowed to warm up to rt. The mixture was then diluted with EA and aq. 1N HCl was... Reactants: C([O-])([O-])=O.[K+].[K+] (potassium carbonate), ON=C(C(=O)OCC)C=1N=C(SC1)C (ethyl 2-hydroxyimino-2-(2-methyl-1,3-thiazol-4-yl)acetate), S(=O)(=O)(OC)OC (dimethyl sulfate). Yields the product CON=C(C(=O)OCC)C=1N=C(SC1)C (ethyl 2-methoxyimino-2-(2-methyl-1,3-thiazol-4-yl)acetate). Reaction SMILES: [C:1](=O)([O-])[O-].[K+].[K+].[OH:7][N:8]=[C:9]([C:15]1[N:16]=[C:17]([CH3:20])[S:18][CH:19]=1)[C:10]([O:12][CH2:13][CH3:14])=[O:11].S(OC)(OC)(=O)=O>CC(C)=O>[CH3:1][O:7][N:8]=[C:9]([C:15]1[N:16]=[C:17]([CH3:20])[S:18][CH:19]=1)[C:10]([O:12][CH2:13][CH3:14])=[O:11] |f:0.1.2|. The yield is 93.9%. Reported procedure: Pulverized potassium carbonate (0.33 g.) was suspended in a solution of ethyl 2-hydroxyimino-2-(2-methyl-1,3-thiazol-4-yl)acetate (syn isomer) (0.5 g.) in acetone (20 ml.). A solution of dimethyl sulfate (0.3 g.) in acetone (5 ml.) was dropwise added thereto with stirring at 40° to 45° C. After stirring for 2 hours at the same temperature, an insoluble material was filtered off. The filtrate was concentrated and water was added to the residue. The resulting mixture was extracted with ethyl aceta... Solvent: CC(=O)C (acetone), CC(=O)C (acetone). Starting materials: ClC=1C(=CC(N(C1)C(C(=O)NC1=CC=C(C(=O)OC(C)(C)C)C=C1)C)=O)C1=C(C=CC(=C1)Cl)C#N (tert-Butyl 4-({2-[5-chloro-4-(5-chloro-2-cyanophenyl)-2-oxopyridin-1(2H)-yl]propanoyl}amino)benzoate), C(=O)(C(F)(F)F)O (TFA). The product is ClC=1C(=CC(N(C1)C(C(=O)NC1=CC=C(C(=O)O)C=C1)C)=O)C1=C(C=CC(=C1)Cl)C#N (4-({2-[5-Chloro-4-(5-chloro-2-cyanophenyl)-2-oxopyridin-1(2H)-yl]propanoyl}amino)benzoic acid). As a reaction SMILES: [Cl:1][C:2]1[C:3]([C:27]2[CH:32]=[C:31]([Cl:33])[CH:30]=[CH:29][C:28]=2[C:34]#[N:35])=[CH:4][C:5](=[O:26])[N:6]([CH:8]([CH3:25])[C:9]([NH:11][C:12]2[CH:24]=[CH:23][C:15]([C:16]([O:18]C(C)(C)C)=[O:17])=[CH:14][CH:13]=2)=[O:10])[CH:7]=1.C(O)(C(F)(F)F)=O>>[Cl:1][C:2]1[C:3]([C:27]2[CH:32]=[C:31]([Cl:33])[CH:30]=[CH:29][C:28]=2[C:34]#[N:35])=[CH:4][C:5](=[O:26])[N:6]([CH:8]([CH3:25])[C:9]([NH:11][C:12]2[CH:13]=[CH:14][C:15]([C:16]([OH:18])=[O:17])=[CH:23][CH:24]=2)=[O:10])[CH:7]=1. Procedure: 281 mg (purity 58%, 0.32 mmol) of tert-butyl 4-({2-[5-chloro-4-(5-chloro-2-cyanophenyl)-2-oxopyridin-1(2H)-yl]propanoyl}amino)benzoate (racemate) (Example 12.1E) were hydrolysed with TFA according to General Method 2. Yield: 97 mg (67% of theory)